From a dataset of the Open Reaction Database (ORD), a public repository of structured organic reaction records. describe an organic reaction: reactants, conditions, products, and yield Reactants: C(C)OC(=O)C1=C(N=C(S1)NC1=C(C=CC(=C1)OCC1=CC=CC=C1)[N+](=O)[O-])C1=CC(=CC=C1)Cl (2-(5-benzyloxy-2-nitro-phenylamino)-4-(3-chloro-phenyl)-thiazole-5-carboxylic acid ethyl ester), Cl (hydrochloric acid). Reagents/catalysts: [Zn] (zinc). Run in O1CCCC1 (tetrahydrofuran). Run at time 2 hour. Product: C(C)OC(=O)C1=C(N=C(S1)NC1=C(C=CC(=C1)OCC1=CC=CC=C1)N)C1=CC(=CC=C1)Cl (2-(2-amino-5-benzyloxy-phenylamino)-4-(3-chloro-phenyl)-thiazole-5-carboxylic acid ethyl ester). As a reaction SMILES: [CH2:1]([O:3][C:4]([C:6]1[S:10][C:9]([NH:11][C:12]2[CH:17]=[C:16]([O:18][CH2:19][C:20]3[CH:25]=[CH:24][CH:23]=[CH:22][CH:21]=3)[CH:15]=[CH:14][C:13]=2[N+:26]([O-])=O)=[N:8][C:7]=1[C:29]1[CH:34]=[CH:33][CH:32]=[C:31]([Cl:35])[CH:30]=1)=[O:5])[CH3:2].Cl>[Zn].O1CCCC1>[CH2:1]([O:3][C:4]([C:6]1[S:10][C:9]([NH:11][C:12]2[CH:17]=[C:16]([O:18][CH2:19][C:20]3[CH:25]=[CH:24][CH:23]=[CH:22][CH:21]=3)[CH:15]=[CH:14][C:13]=2[NH2:26])=[N:8][C:7]=1[C:29]1[CH:34]=[CH:33][CH:32]=[C:31]([Cl:35])[CH:30]=1)=[O:5])[CH3:2]. Procedure: To a mixture of 5.09 g (10 mmole) of 2-(5-benzyloxy-2-nitro-phenylamino)-4-(3-chloro-phenyl)-thiazole-5-carboxylic acid ethyl ester (VI.25), 100 mL of tetrahydrofuran and 20 mL of 1M hydrochloric acid, was added portionwise, 10 g of zinc powder. The mixture was stirred at ambient temperature for 2 hours. The solid was removed by filtration, the filtrate was concentrated under reduced pressure and 200 mL of water was added to the residue. The pH was adjusted to 9 by addition of 15% sodium hydroxi...